From a dataset of the Open Reaction Database (ORD), a public repository of structured organic reaction records. describe an organic reaction: reactants, conditions, products, and yield Starting materials: FC(C1=CC(=NC=2N1N=CC2C#C)C2=CC=C(C=C2)C(F)(F)F)F (7-Difluoromethyl-3-ethynyl-5-(4-trifluoromethyl-phenyl)-pyrazolo[1,5-a]pyrimidine), BrC=1C=C(C=CC1)S(=O)(=O)NCCOC (3-Bromo-N-(2-methoxy-ethyl)-benzenesulfonamide). The product is FC(C1=CC(=NC=2N1N=CC2C#CC=2C=C(C=CC2)S(=O)(=O)NCCOC)C2=CC=C(C=C2)C(F)(F)F)F (3-[7-Difluoromethyl-5-(4-trifluoromethyl-phenyl)-pyrazolo[1,5-a]pyrimidin-3-ylethynyl]-N-(2-methoxy-ethyl)-benzenesulfonamide), solid. Isolated yield 57.0%. RXN SMILES: [F:1][CH:2]([F:24])[C:3]1[N:8]2[N:9]=[CH:10][C:11]([C:12]#[CH:13])=[C:7]2[N:6]=[C:5]([C:14]2[CH:19]=[CH:18][C:17]([C:20]([F:23])([F:22])[F:21])=[CH:16][CH:15]=2)[CH:4]=1.Br[C:26]1[CH:27]=[C:28]([S:32]([NH:35][CH2:36][CH2:37][O:38][CH3:39])(=[O:34])=[O:33])[CH:29]=[CH:30][CH:31]=1>>[F:24][CH:2]([F:1])[C:3]1[N:8]2[N:9]=[CH:10][C:11]([C:12]#[C:13][C:26]3[CH:27]=[C:28]([S:32]([NH:35][CH2:36][CH2:37][O:38][CH3:39])(=[O:33])=[O:34])[CH:29]=[CH:30][CH:31]=3)=[C:7]2[N:6]=[C:5]([C:14]2[CH:19]=[CH:18][C:17]([C:20]([F:23])([F:22])[F:21])=[CH:16][CH:15]=2)[CH:4]=1. Procedure details: The title compound was prepared from 7-Difluoromethyl-3-ethynyl-5-(4-trifluoromethyl-phenyl)-pyrazolo[1,5-a]pyrimidine (example C.2) (340 mg, 1.0 mmol) and 3-bromo-N-(2-methoxy-ethyl)-benzenesulfonamide (example B.33) (265 mg, 1.0 mmol) according to general procedure II. Obtained as a yellow solid (320 mg, 57%). MS (ISP) 551.3 [(M+H)+]; mp 147-148° C.